From a dataset of the Open Reaction Database (ORD), a public repository of structured organic reaction records. describe an organic reaction: reactants, conditions, products, and yield Starting materials: ClC1=C(C=CC=C1)C1C=2C(NC(=C1C#N)CBr)=NNC2 (4-(2-chlorophenyl)-5-cyano-6-bromomethyl-4,7-dihydro-2H-pyrazolo[3,4-b]pyridine), CN1CCNCCC1 (N-methylhomopiperazine). The product is Cl.Cl.ClC1=C(C=CC=C1)C1C=2C(NC(=C1C#N)CN1CCN(CCC1)C)=NNC2 (4-(2-Chlorophenyl)-5-cyano-4,7-dihydro-6-(4-methyl-homopiperazin-1-yl)methyl-2H-pyrazolo[3,4-b]pyridine dihydrochloride). RXN SMILES: [Cl:1][C:2]1[CH:7]=[CH:6][CH:5]=[CH:4][C:3]=1[CH:8]1[C:13]([C:14]#[N:15])=[C:12]([CH2:16]Br)[NH:11][C:10]2=[N:18][NH:19][CH:20]=[C:9]12.[CH3:21][N:22]1[CH2:28][CH2:27][CH2:26][NH:25][CH2:24][CH2:23]1>>[ClH:1].[ClH:1].[Cl:1][C:2]1[CH:7]=[CH:6][CH:5]=[CH:4][C:3]=1[CH:8]1[C:13]([C:14]#[N:15])=[C:12]([CH2:16][N:25]2[CH2:26][CH2:27][CH2:28][N:22]([CH3:21])[CH2:23][CH2:24]2)[NH:11][C:10]2=[N:18][NH:19][CH:20]=[C:9]12 |f:2.3.4|. Procedure: The title compound was prepared from 4-(2-chlorophenyl)-5-cyano-6-bromomethyl-4,7-dihydro-2H-pyrazolo[3,4-b]pyridine and N-methylhomopiperazine in the same manner as in Example 1076. Starting materials: C(CCC)OC=1C=C2C(=CNC(C2=CC1OC)CC1=CC(=CC=C1)OC)C=O (6-butoxy-7-methoxy-1-(3-methoxy-benzyl)-1,2-dihydro-isoquinoline-4-carbaldehyde). The reagents and catalysts are [O-2].[Mn+4].[O-2] (manganese (IV) oxide). The solvent is C(Cl)(Cl)Cl (chloroform). Reaction conditions: time 15 hour. The product is C(CCC)OC=1C=C2C(=CN=C(C2=CC1OC)CC1=CC(=CC=C1)OC)C=O (6-butoxy-7-methoxy-1-(3-methoxy-benzyl)-isoquinoline-4-carbaldehyde). Yield: 99.4%. RXN SMILES: [CH2:1]([O:5][C:6]1[CH:7]=[C:8]2[C:13](=[CH:14][C:15]=1[O:16][CH3:17])[CH:12]([CH2:18][C:19]1[CH:24]=[CH:23][CH:22]=[C:21]([O:25][CH3:26])[CH:20]=1)[NH:11][CH:10]=[C:9]2[CH:27]=[O:28])[CH2:2][CH2:3][CH3:4]>C(Cl)(Cl)Cl.[O-2].[Mn+4].[O-2]>[CH2:1]([O:5][C:6]1[CH:7]=[C:8]2[C:13](=[CH:14][C:15]=1[O:16][CH3:17])[C:12]([CH2:18][C:19]1[CH:24]=[CH:23][CH:22]=[C:21]([O:25][CH3:26])[CH:20]=1)=[N:11][CH:10]=[C:9]2[CH:27]=[O:28])[CH2:2][CH2:3][CH3:4] |f:2.3.4|. Reported procedure: To a stirred solution of 6-butoxy-7-methoxy-1-(3-methoxy-benzyl)-1,2-dihydro-isoquinoline-4-carbaldehyde (200 mg, 0.53 mmol) in chloroform (6 mL) was added manganese (IV) oxide (536 mg, 5.34 mmol). The reaction mixture was stirred at room temperature for 15 hrs, filtered through a Celite® pad, and washed with chloroform. The filtrate was concentrated in vacuo to afford 6-butoxy-7-methoxy-1-(3-methoxy-benzyl)-isoquinoline-4-carbaldehyde (200 mg, 99% yield). The crude product was without further p... Reactants: FC1=CC=C(CC2=NC=3N(C(N(C(C3N2)=O)CCC)=O)CCC2=CC=C(C=C2)[N+](=O)[O-])C=C1 (8-(4-fluorobenzyl)-3-[2-(4-nitrophenyl)ethyl]-1-propylxanthine), O.NN (hydrazine hydrate), [H][H] (hydrogen). Reagents/catalysts: [Pd] (palladium). The product is NC1=CC=C(C=C1)CCN1C(N(C(C=2NC(=NC12)CC1=CC=C(C=C1)F)=O)CCC)=O (3-[2-(4-aminophenyl)ethyl]-8-(4-fluorobenzyl)-1-propylxanthine). Reaction SMILES: [F:1][C:2]1[CH:33]=[CH:32][C:5]([CH2:6][C:7]2[NH:15][C:14]3[C:13](=[O:16])[N:12]([CH2:17][CH2:18][CH3:19])[C:11](=[O:20])[N:10]([CH2:21][CH2:22][C:23]4[CH:28]=[CH:27][C:26]([N+:29]([O-])=O)=[CH:25][CH:24]=4)[C:9]=3[N:8]=2)=[CH:4][CH:3]=1.O.NN.[H][H]>[Pd]>[NH2:29][C:26]1[CH:25]=[CH:24][C:23]([CH2:22][CH2:21][N:10]2[C:9]3[N:8]=[C:7]([CH2:6][C:5]4[CH:32]=[CH:33][C:2]([F:1])=[CH:3][CH:4]=4)[NH:15][C:14]=3[C:13](=[O:16])[N:12]([CH2:17][CH2:18][CH3:19])[C:11]2=[O:20])=[CH:28][CH:27]=1 |f:1.2|. Procedure details: By the method of Example 2, 4-fluorophenylacetic acid is reacted with 5,6-diamino-1-[2-(4-nitrophenyl)ethyl]-3-propyluracil (6) to yield 8-(4-fluorobenzyl)-3-[2-(4-nitrophenyl)ethyl]-1-propylxanthine. By methods well known in the art, 8-(4-fluorobenzyl)-3-[2-(4-nitrophenyl)ethyl]-1-propylxanthine is reduced with hydrazine hydrate or hydrogen gas in the presence of a palladium catalyst to yield 3-[2-(4-aminophenyl)ethyl]-8-(4-fluorobenzyl)-1-propylxanthine. Starting materials: CN(C)C=O, CN1CCCN(C)C1=O, CCOC(=O)C(C)(C)Oc1cc(C)ccc1Cl. Product: CCOC(=O)C(C)(C)Oc1cc(C)ccc1C#N. Reaction SMILES: [CH3:18][N:19]([CH3:20])[CH:21]=[O:22].[CH3:23][N:24]1[CH2:25][CH2:26][CH2:27][N:28]([CH3:29])[C:30]1=[O:31].[Cl:1][c:2]1[c:3]([O:4][C:5]([C:6](=[O:7])[O:8][CH2:9][CH3:10])([CH3:11])[CH3:12])[cH:13][c:14]([CH3:17])[cH:15][cH:16]1>>[c:2]1([C:18]#[N:19])[c:3]([O:4][C:5]([C:6](=[O:7])[O:8][CH2:9][CH3:10])([CH3:11])[CH3:12])[cH:13][c:14]([CH3:17])[cH:15][cH:16]1. Reactants: BrC=1C(=C(SC1)C(=O)NC1=C(C=CC(=C1)C(NC1CC1)=O)C)C (4-bromo-N-(5-(cyclopropylcarbamoyl)-2-methylphenyl)-3-methylthiophene-2-carboxamide), FC=1C=NC=C(C1)B1OC(C(O1)(C)C)(C)C (3-fluoro-5-(4,4,5,5-tetramethyl-1,3,2-dioxaborolan-2-yl)pyridine). Yields the product C1(CC1)NC(=O)C=1C=CC(=C(C1)NC(=O)C=1SC=C(C1C)C=1C=NC=C(C1)F)C (N-(5-(Cyclopropylcarbamoyl)-2-methylphenyl)-4-(5-fluoropyridin-3-yl)-3-methylthiophene-2-carboxamide). As a reaction SMILES: Br[C:2]1[C:3]([CH3:23])=[C:4]([C:7]([NH:9][C:10]2[CH:15]=[C:14]([C:16](=[O:21])[NH:17][CH:18]3[CH2:20][CH2:19]3)[CH:13]=[CH:12][C:11]=2[CH3:22])=[O:8])[S:5][CH:6]=1.[F:24][C:25]1[CH:26]=[N:27][CH:28]=[C:29](B2OC(C)(C)C(C)(C)O2)[CH:30]=1>>[CH:18]1([NH:17][C:16]([C:14]2[CH:13]=[CH:12][C:11]([CH3:22])=[C:10]([NH:9][C:7]([C:4]3[S:5][CH:6]=[C:2]([C:29]4[CH:28]=[N:27][CH:26]=[C:25]([F:24])[CH:30]=4)[C:3]=3[CH3:23])=[O:8])[CH:15]=2)=[O:21])[CH2:20][CH2:19]1. Reported procedure: The title compound was prepared by coupling 4-bromo-N-(5-(cyclopropylcarbamoyl)-2-methylphenyl)-3-methylthiophene-2-carboxamide with commercially available 3-fluoro-5-(4,4,5,5-tetramethyl-1,3,2-dioxaborolan-2-yl)pyridine using the method described in Step B of Example 136 to afford a white solid (Example 200). HPLC Ret time=2.98 min. LCMS [M+H]+ 410.22.